The task is: describe an organic reaction: reactants, conditions, products, and yield. This data is from the Open Reaction Database (ORD), a public repository of structured organic reaction records. Reactants: C(=O)([O-])[C@H](O)[C@@H](O)C(=O)[O-].[Na+].[Na+] (sodium L(+)-tartrate), C(=O)([O-])[C@H](O)[C@@H](O)C(=O)[O-].[Na+].[Na+] (sodium L(+)-tartrate), disodium cis-epoxysuccinate, [Cl-].[Ca+2].[Cl-] (calcium chloride), C(=O)([O-])[C@H](O)[C@@H](O)C(=O)[O-].[Na+].[Na+] (sodium L(+)-tartrate), C(=O)([O-])[C@H](O)[C@@H](O)C(=O)[O-].[Na+].[Na+] (sodium L(+)-tartrate), C(=O)([O-])[C@H](O)[C@@H](O)C(=O)[O-].[Na+].[Na+] (sodium L(+)-tartrate). Run at temperature 35 celsius, time 4 hour. The product is C(=O)([O-])[C@H](O)[C@@H](O)C(=O)[O-].[Ca+2] (calcium L(+ )-tartrate). As a reaction SMILES: [C:1]([C@@H:4]([C@H:6]([C:8]([O-:10])=[O:9])[OH:7])[OH:5])([O-:3])=[O:2].[Na+].[Na+].[Cl-].[Ca+2:14].[Cl-]>>[C:1]([C@@H:4]([C@H:6]([C:8]([O-:10])=[O:9])[OH:7])[OH:5])([O-:3])=[O:2].[Ca+2:14] |f:0.1.2,3.4.5,6.7|. Reported procedure: To the culture broth obtained in Example 1, 1.0 g of disodium cis-epoxysuccinate was added. The culture broth was adjusted to pH 8.0 and shaken at 35° C for four hours. The newly added substrate was used up and the culture broth was found to contain 1.29 g of sodium L(+)-tartrate (59 percent of yield of sodium L(+)-tartrate based on the whole substrate charged, 78 percent of yield of sodium L(+)-tartrate based on the newly incorporated substrate). In this manner, 1.0 g portions of disodium cis-e... Reactants: FC1=C(C=C(C=C1)OC)C1=C(C=C(C=C1)C(=O)OC)OS(=O)(=O)C(F)(F)F (Methyl 2′-fluoro-5′-(methyloxy)-2-(((trifluoromethyl)sulfonyl)oxy)-1,1′-biphenyl-4-carboxylate), CC(=CB(O)O)C (2-methylprop-1-enylboronic acid), C([O-])([O-])=O.[K+].[K+] (potassium carbonate). Reagents/catalysts: C=1C=CC(=CC1)[P](C=2C=CC=CC2)(C=3C=CC=CC3)[Pd]([P](C=4C=CC=CC4)(C=5C=CC=CC5)C=6C=CC=CC6)([P](C=7C=CC=CC7)(C=8C=CC=CC8)C=9C=CC=CC9)[P](C=1C=CC=CC1)(C=1C=CC=CC1)C=1C=CC=CC1 (Tetrakis(triphenylphosphine)palladium). Run in [Cl-].[Na+].O (brine), CN(C)C=O (DMF). Reaction conditions: temperature 90 celsius, time 15 hour. Product: FC1=C(C=C(C=C1)OC)C1=C(C=C(C=C1)C(=O)OC)C=C(C)C (Methyl 2′-fluoro-5′-(methyloxy)-2-(2-methyl-1-propenyl)-1,1′-biphenyl-4-carboxylate). Isolated yield 73.0%. Reaction SMILES: [F:1][C:2]1[CH:7]=[CH:6][C:5]([O:8][CH3:9])=[CH:4][C:3]=1[C:10]1[CH:15]=[CH:14][C:13]([C:16]([O:18][CH3:19])=[O:17])=[CH:12][C:11]=1OS(C(F)(F)F)(=O)=O.[CH3:28][C:29]([CH3:34])=[CH:30]B(O)O.C(=O)([O-])[O-].[K+].[K+]>CN(C=O)C.[Cl-].[Na+].O.C1C=CC([P]([Pd]([P](C2C=CC=CC=2)(C2C=CC=CC=2)C2C=CC=CC=2)([P](C2C=CC=CC=2)(C2C=CC=CC=2)C2C=CC=CC=2)[P](C2C=CC=CC=2)(C2C=CC=CC=2)C2C=CC=CC=2)(C2C=CC=CC=2)C2C=CC=CC=2)=CC=1>[F:1][C:2]1[CH:7]=[CH:6][C:5]([O:8][CH3:9])=[CH:4][C:3]=1[C:10]1[CH:15]=[CH:14][C:13]([C:16]([O:18][CH3:19])=[O:17])=[CH:12][C:11]=1[CH:28]=[C:29]([CH3:34])[CH3:30] |f:2.3.4,6.7.8,^1:52,54,73,92|. Procedure details: To a stirred solution of 83.26C (0.500 g, 1.2 mmol) in DMF (6.1 mL) at 23° C. was added 2-methylprop-1-enylboronic acid (0.24 g, 2.4 mmol, commercially available from Synthonix), and potassium carbonate (0.51 g, 3.7 mmol). Tetrakis(triphenylphosphine)palladium (0.071 g, 0.061 mmol) was then added to the mixture. The mixture was heated to 90° C. and stirred for 15 hours. The reaction was then cooled to room temperature, diluted with brine and extracted three times with EtOAc. After drying over an... Reactants: CS(=O)(=O)NC1=CC=C(C=C1)C=1N=C2N(C3=C(NC4=C2C=CC=C4)N=CC=C3)C1C1=CC=C(C=C1)C1(CCC1)NC(OC(C)(C)C)=O (tert-Butyl {1-[4-(2-{4-[(methylsulfonyl)amino]phenyl}-9H-imidazo[1,2-d]pyrido[2,3-b][1,4]benzodiazepin-3-yl)phenyl]cyclobutyl}carbamate), Cl.O1CCOCC1 (HCl dioxane). Run in C(Cl)Cl (DCM). Reaction conditions: time 13.5 hour. Yields the product Cl.Cl.Cl.NC1(CCC1)C1=CC=C(C=C1)C1=C(N=C2N1C1=C(NC3=C2C=CC=C3)N=CC=C1)C1=CC=C(C=C1)NS(=O)(=O)C (N-(4-{3-[4-(1-aminocyclobutyl)phenyl]-9H-imidazo[1,2-d]pyrido[2,3-b][1,4]benzodiazepin-2-yl}phenyl)methanesulfonamide trihydrochloride). The yield is 77.9%. As a reaction SMILES: [CH3:1][S:2]([NH:5][C:6]1[CH:11]=[CH:10][C:9]([C:12]2[N:13]=[C:14]3[C:20]4[CH:21]=[CH:22][CH:23]=[CH:24][C:19]=4[NH:18][C:17]4[N:25]=[CH:26][CH:27]=[CH:28][C:16]=4[N:15]3[C:29]=2[C:30]2[CH:35]=[CH:34][C:33]([C:36]3([NH:40]C(=O)OC(C)(C)C)[CH2:39][CH2:38][CH2:37]3)=[CH:32][CH:31]=2)=[CH:8][CH:7]=1)(=[O:4])=[O:3].[ClH:48].O1CCOCC1>C(Cl)Cl>[ClH:48].[ClH:48].[ClH:48].[NH2:40][C:36]1([C:33]2[CH:32]=[CH:31][C:30]([C:29]3[N:15]4[C:16]5[CH:28]=[CH:27][CH:26]=[N:25][C:17]=5[NH:18][C:19]5[CH:24]=[CH:23][CH:22]=[CH:21][C:20]=5[C:14]4=[N:13][C:12]=3[C:9]3[CH:8]=[CH:7][C:6]([NH:5][S:2]([CH3:1])(=[O:4])=[O:3])=[CH:11][CH:10]=3)=[CH:35][CH:34]=2)[CH2:39][CH2:38][CH2:37]1 |f:1.2,4.5.6.7|. Procedure: tert-Butyl {1-[4-(2-{4-[(methylsulfonyl)amino]phenyl}-9H-imidazo[1,2-d]pyrido[2,3-b][1,4]benzodiazepin-3-yl)phenyl]cyclobutyl}carbamate (30.9 mg, 0.0476 mmol) was dissolved in DCM (1 mL). 4M HCl/dioxane (1 mL) was added to the mixture and stirred at room temperature for 13.5 hours. The mixture was concentrated and solidified with ether. The precipitated solids were collected by filtration and washed with ether to afford desired product (24.4 mg, 77.9%) as pale yellow solid. 1HNMR (DMSO-d6) 400 M... Reactants: C(C)(=O)NC[C@H]1CN(C(O1)=O)C1=CC(=C(C(=C1)F)N1CCC(CC1)(COC)OP(O)(O)=O)F (phosphoric acid mono-(1-{4-[(S)-5-(acetylamino-methyl)-2-oxo-oxazolidin-3-yl]-2,6-difluoro-phenyl}-4-methoxymethyl-piperidin-4-yl) ester), C([O-])([O-])=O.[K+].[K+] (potassium carbonate). Conditions: temperature 7.5 celsius, time 2 hour. The product is [K+].[K+].C(C)(=O)NC[C@H]1CN(C(O1)=O)C1=CC(=C(C(=C1)F)N1CCC(CC1)(COC)OP([O-])([O-])=O)F (Phosphoric acid mono-(1-{4-[(S)-5-(acetylamino-methyl)-2-oxo-oxazolidin-3-yl]-2,6-difluoro-phenyl}-4-methoxymethyl-piperidin-4-yl)ester di potassium salt). The yield is 89.0%. RXN SMILES: [C:1]([NH:4][CH2:5][C@@H:6]1[O:10][C:9](=[O:11])[N:8]([C:12]2[CH:17]=[C:16]([F:18])[C:15]([N:19]3[CH2:24][CH2:23][C:22]([O:28][P:29](=[O:32])([OH:31])[OH:30])([CH2:25][O:26][CH3:27])[CH2:21][CH2:20]3)=[C:14]([F:33])[CH:13]=2)[CH2:7]1)(=[O:3])[CH3:2].C(=O)([O-])[O-].[K+:38].[K+]>>[K+:38].[K+:38].[C:1]([NH:4][CH2:5][C@@H:6]1[O:10][C:9](=[O:11])[N:8]([C:12]2[CH:17]=[C:16]([F:18])[C:15]([N:19]3[CH2:24][CH2:23][C:22]([O:28][P:29](=[O:30])([O-:31])[O-:32])([CH2:25][O:26][CH3:27])[CH2:21][CH2:20]3)=[C:14]([F:33])[CH:13]=2)[CH2:7]1)(=[O:3])[CH3:2] |f:1.2.3,4.5.6|. Procedure details: To a solution of phosphoric acid mono-(1-{4-[(S)-5-(acetylamino-methyl)-2-oxo-oxazolidin-3-yl]-2,6-difluoro-phenyl}-4-methoxymethyl-piperidin-4-yl) ester (5.0g, 0.010mol) anhydrous methanol (50 ml) at 0-5° C., under argon, was added anhydrous potassium carbonate (1.38 gm, 0.010 mol). The reaction mixture was stirred at 5-10° C. for 2 hours. The ice-bath was removed and the stirring continued further at 30-35° C. for 1 hour. The reaction mixture was filtered and the filtrate evaporated under redu... Reactants: [C-]#N.[K+] (potassium cyanide), [Cl-].[NH4+] (ammonium chloride), C12C(CCC(CC1)C2)=O (Bicyclo[3.2.1]octan-2-one). The solvent is O (water), C(C)O (ethanol). Run at temperature 20 celsius, time 6 day. The product is Cl.NC1(C2CCC(CC1)C2)C#N (2-Amino-2-cyano-bicyclo[3.2.1]octane hydrochloride). Isolated yield 29.4%. Reaction SMILES: [CH:1]12[CH2:8][CH:5]([CH2:6][CH2:7]1)[CH2:4][CH2:3][C:2]2=O.[C-:10]#[N:11].[K+].[Cl-:13].[NH4+:14]>C(O)C.O>[ClH:13].[NH2:14][C:2]1([C:10]#[N:11])[CH2:3][CH2:4][CH:5]2[CH2:8][CH:1]1[CH2:7][CH2:6]2 |f:1.2,3.4,7.8|. Reported procedure: Bicyclo[3.2.1]octan-2-one (30 g) is dissolved in ethanol (300 cc) and a solution of potassium cyanide (18.2 g) and ammonium chloride (13.9 g) in water (300 cc) is added. After stirring for 6 days at 20° C., the ethanol is concentrated under reduced pressure (5.2 kPa) and the aqueous phase is extracted with diethyl ether (5×200 cc). The ethereal phase is washed with water (2×50 cc), dried over sodium sulphate and concentrated under reduced pressure (5.2 kPa) to a volume of 400 cc. Hydrogen chlori... Reactants: CCOCC, C=C1CCC2(CC1)OCCO2, [Cu], I, ICI, [Zn]. The product is O=C1CCC2(CC1)CC2. RXN SMILES: [CH2:16]([O:17][CH2:18][CH3:19])[CH3:20].[CH2:5]=[C:6]1[CH2:7][CH2:8][C:9]2([O:12][CH2:11][CH2:10][O:13]2)[CH2:14][CH2:15]1.[Cu:21].[I:1].[I:2][CH2:3][I:4].[Zn:22]>>[CH2:3]1[C:9]2([CH2:8][CH2:7][C:6](=[O:5])[CH2:15][CH2:14]2)[CH2:13]1. Reactants: C(C)(C)(C)OC(=O)N(C1=CC=C(C(=C1C(=O)OC)O)C1=C(OC(=C1F)[Si](C)(C)C)CO[Si](C)(C)C(C)(C)C)C(=O)OC(C)(C)C (methyl 6-bis-(tert-butoxycarbonyl)amino-3-[2-(-tert-butyldimethylsilanyloxymethyl)-4-fluoro-5-trimethylsilanylfuran-3-yl]-2-hydroxybenzoate), C(C)(C)(C)OC(=O)N(C1=CC=C(C(=C1C(=O)OC)O)C1=C(OC(=C1F)[Si](C)(C)C)CO[Si](C)(C)C(C)(C)C)C(=O)OC(C)(C)C (methyl 6-bis-(tert-butoxycarbonyl)amino-3-[2-(-tert-butyldimethylsilanyloxymethyl)-4-fluoro-5-trimethylsilanylfuran-3-yl]-2-hydroxybenzoate), solution, [F-].C(CCC)[N+](CCCC)(CCCC)CCCC (tetrabutylammonium fluoride). Solvent: C1CCOC1 (THF), C(C)(=O)OCC (ethyl acetate). Yields the product C(C)(C)(C)OC(=O)N(C1=CC=C(C(=C1C(=O)OC)O)C1=C(OC=C1F)CO)C(=O)OC(C)(C)C (methyl 6-bis-(tert-butoxycarbonyl)amino-3-(4-fluoro-2-hydroxymethylfuran-3-yl)-2-hydroxybenzoate). The yield is 78.8%. Reaction SMILES: [C:1]([O:5][C:6]([N:8]([C:39]([O:41][C:42]([CH3:45])([CH3:44])[CH3:43])=[O:40])[C:9]1[C:14]([C:15]([O:17][CH3:18])=[O:16])=[C:13]([OH:19])[C:12]([C:20]2[C:24]([F:25])=[C:23]([Si](C)(C)C)[O:22][C:21]=2[CH2:30][O:31][Si](C(C)(C)C)(C)C)=[CH:11][CH:10]=1)=[O:7])([CH3:4])([CH3:3])[CH3:2].[F-].C([N+](CCCC)(CCCC)CCCC)CCC>C1COCC1.C(OCC)(=O)C>[C:1]([O:5][C:6]([N:8]([C:39]([O:41][C:42]([CH3:45])([CH3:44])[CH3:43])=[O:40])[C:9]1[C:14]([C:15]([O:17][CH3:18])=[O:16])=[C:13]([OH:19])[C:12]([C:20]2[C:24]([F:25])=[CH:23][O:22][C:21]=2[CH2:30][OH:31])=[CH:11][CH:10]=1)=[O:7])([CH3:3])([CH3:4])[CH3:2] |f:1.2|. Reported procedure: A solution of methyl 6-bis-(tert-butoxycarbonyl)amino-3-[2-(-tert-butyldimethylsilanyloxymethyl)-4-fluoro-5-trimethylsilanylfuran-3-yl]-2-hydroxybenzoate (Intermediate 100, 3.66 g) in a 1M solution of tetrabutylammonium fluoride in THF (30 mL) was stirred at room temperature for 1 hour. The mixture was diluted with ethyl acetate and washed with water, dried (Na2SO4) and filtered. The filtrate was concentrated in vacuo and the residue was purified by chromatography on silica, eluting with a mixtu...